From a dataset of the Open Reaction Database (ORD), a public repository of structured organic reaction records. describe an organic reaction: reactants, conditions, products, and yield Reactants: COC(=O)C1=NC=CC(=C1)OC1=CC=C(C2=CC=CC=C12)NC(=O)NC1=C(C(=CC(=C1)C(C)(C)C)NS(=O)(=O)C)OC (4-{4-[3-(5-tert-butyl-3-methanesulfonylamino-2-methoxy-phenyl)-ureido]-naphthalen-1-yloxy}-pyridine-2-carboxylic acid methyl ester), O (water), [Li+].[OH-] (LiOH), Cl (HCl). Solvent: CO (MeOH). Conditions: time 19 hour. Product: C(C)(C)(C)C=1C=C(C(=C(C1)NC(NC1=CC=C(C2=CC=CC=C12)OC1=CC(=NC=C1)C(=O)O)=O)OC)NS(=O)(=O)C (4-{4-[3-(5-tert-butyl-3-methanesulfonylamino-2-methoxy-phenyl)-ureido]-naphthalen-1-yloxy}-pyridine-2-carboxylic acid). The yield is 89.9%. As a reaction SMILES: C[O:2][C:3]([C:5]1[CH:10]=[C:9]([O:11][C:12]2[C:21]3[C:16](=[CH:17][CH:18]=[CH:19][CH:20]=3)[C:15]([NH:22][C:23]([NH:25][C:26]3[CH:31]=[C:30]([C:32]([CH3:35])([CH3:34])[CH3:33])[CH:29]=[C:28]([NH:36][S:37]([CH3:40])(=[O:39])=[O:38])[C:27]=3[O:41][CH3:42])=[O:24])=[CH:14][CH:13]=2)[CH:8]=[CH:7][N:6]=1)=[O:4].O.[Li+].[OH-].Cl>CO>[C:32]([C:30]1[CH:29]=[C:28]([NH:36][S:37]([CH3:40])(=[O:38])=[O:39])[C:27]([O:41][CH3:42])=[C:26]([NH:25][C:23](=[O:24])[NH:22][C:15]2[C:16]3[C:21](=[CH:20][CH:19]=[CH:18][CH:17]=3)[C:12]([O:11][C:9]3[CH:8]=[CH:7][N:6]=[C:5]([C:3]([OH:4])=[O:2])[CH:10]=3)=[CH:13][CH:14]=2)[CH:31]=1)([CH3:35])([CH3:33])[CH3:34] |f:2.3|. Procedure: To a solution of 4-{4-[3-(5-tert-butyl-3-methanesulfonylamino-2-methoxy-phenyl)-ureido]-naphthalen-1-yloxy}-pyridine-2-carboxylic acid methyl ester (Example 11) (1.184 g, 2 mmol) in MeOH (12 mL) was added water (2 mL) and LiOH (58 mg, 2.4 mmol). The resulting mixture was stirred at room temperature for 19 h then neutralized with 2N HCl. The resulting suspension was concentrated to dryness and the residual solid triturated with a mixture of methylene chloride and acetonitrile (300 mL, 2:1). The i... The reactants are [BH4-], COCC1CN(c2ccc(C3CCC(=O)CC3)cc2)C(=O)O1, CCO, CCOC(C)=O, CCCCCC, Cl, [Na+], O. The product is COCC1CN(c2ccc(C3CCC(O)CC3)cc2)C(=O)O1. RXN SMILES: [BH4-:23].[CH3:1][O:2][CH2:3][CH:4]1[CH2:5][N:6]([c:10]2[cH:11][cH:12][c:13]([CH:16]3[CH2:17][CH2:18][C:19](=[O:22])[CH2:20][CH2:21]3)[cH:14][cH:15]2)[C:7](=[O:9])[O:8]1.[CH3:27][CH2:28][OH:29].[CH3:30][CH2:31][O:32][C:33](=[O:34])[CH3:35].[CH3:36][CH2:37][CH2:38][CH2:39][CH2:40][CH3:41].[ClH:26].[Na+:24].[OH2:25]>>[CH3:1][O:2][CH2:3][CH:4]1[CH2:5][N:6]([c:10]2[cH:11][cH:12][c:13]([CH:16]3[CH2:17][CH2:18][CH:19]([OH:22])[CH2:20][CH2:21]3)[cH:14][cH:15]2)[C:7](=[O:9])[O:8]1. The reactants are Cc1ccccc1C(=O)c1sc(NCCCCCNC(=O)OC(C)(C)C)nc1C, Cl, C1COCCO1. Yields the product Cl, Cc1ccccc1C(=O)c1sc(NCCCCCN)nc1C. As a reaction SMILES: [C:1]([O:2][C:3](=[O:4])[NH:7][CH2:8][CH2:9][CH2:10][CH2:11][CH2:12][NH:13][c:14]1[s:15][c:16]([C:20]([c:21]2[c:22]([CH3:27])[cH:23][cH:24][cH:25][cH:26]2)=[O:28])[c:17]([CH3:19])[n:18]1)([CH3:5])([CH3:6])[CH3:29].[ClH:30].[O:31]1[CH2:32][CH2:33][O:34][CH2:35][CH2:36]1>>[ClH:30].[NH2:7][CH2:8][CH2:9][CH2:10][CH2:11][CH2:12][NH:13][c:14]1[s:15][c:16]([C:20]([c:21]2[c:22]([CH3:27])[cH:23][cH:24][cH:25][cH:26]2)=[O:28])[c:17]([CH3:19])[n:18]1. The reactants are CCCCOC(=O)c1nc(Br)c2ccc(OC3CCCCC3)cc2c1O, CN1CCCC1, N#C[Cu], O. As a reaction SMILES: [CH2:1]([CH2:2][CH2:3][CH3:4])[O:5][C:6](=[O:7])[c:8]1[n:9][c:10]([Br:26])[c:11]2[cH:12][cH:13][c:14]([O:19][CH:20]3[CH2:21][CH2:22][CH2:23][CH2:24][CH2:25]3)[cH:15][c:16]2[c:17]1[OH:18].[CH3:30][N:31]1[CH2:32][CH2:33][CH2:34][CH2:35]1.[Cu:27][C:28]#[N:29].[OH2:36]>>[CH2:1]([CH2:2][CH2:3][CH3:4])[O:5][C:6](=[O:7])[c:8]1[n:9][c:10]([C:28]#[N:29])[c:11]2[cH:12][cH:13][c:14]([O:19][CH:20]3[CH2:21][CH2:22][CH2:23][CH2:24][CH2:25]3)[cH:15][c:16]2[c:17]1[OH:18]. The product is CCCCOC(=O)c1nc(C#N)c2ccc(OC3CCCCC3)cc2c1O. Reactants: solution, C[O-].[Na+] (sodium methoxide), CN(CCNC(=O)C1=CC(=CC2=NC3=CC=C4C(=C3N=C12)C=CC=C4OC)Cl)C (9-chloro-4-methoxy-benzo[a]phenazine-11-carboxylic acid (2-dimethylamino-ethyl)-amide). Run in CO (methanol), C(C)(=O)OCC (ethyl acetate). Product: CN(CCNC(=O)C1=CC(=CC2=NC3=CC=C4C(=C3N=C12)C=CC=C4OC)OC)C (4,9-Dimethoxy-benzo[a]phenazine-11-carboxylic acid (2-dimethylamino-ethyl)-amide). As a reaction SMILES: [CH3:1][N:2]([CH3:29])[CH2:3][CH2:4][NH:5][C:6]([C:8]1[C:21]2[C:12](=[N:13][C:14]3[C:19]([N:20]=2)=[C:18]2[CH:22]=[CH:23][CH:24]=[C:25]([O:26][CH3:27])[C:17]2=[CH:16][CH:15]=3)[CH:11]=[C:10](Cl)[CH:9]=1)=[O:7].[CH3:30][O-:31].[Na+]>CO.C(OCC)(=O)C>[CH3:1][N:2]([CH3:29])[CH2:3][CH2:4][NH:5][C:6]([C:8]1[C:21]2[C:12](=[N:13][C:14]3[C:19]([N:20]=2)=[C:18]2[CH:22]=[CH:23][CH:24]=[C:25]([O:26][CH3:27])[C:17]2=[CH:16][CH:15]=3)[CH:11]=[C:10]([O:31][CH3:30])[CH:9]=1)=[O:7] |f:1.2|. Procedure details: A mixture of 9-chloro-4-methoxy-benzo[a]phenazine-11-carboxylic acid (2-dimethylamino-ethyl)-amide (85 mg) and a 25% solution of sodium methoxide in methanol (4 mL) was heated to reflux for 6 hours. The reaction mixture was then cooled, diluted with ethyl acetate, washed with water, dried (MgSO4) and the solvent removed in vacuo to yield a yellow solid which was purified using flash chromatography to yield the desired title compound (42 mg). Reactants: [BH4-].[Na+] (sodium borohydride), BrC=1C=2N(C=C(C1)C)C(=C(N2)SC)NCCC (N-[8-Bromo-6-methyl-2-(methylsulfanyl)imidazo[1,2-a]pyridin-3-yl]-N-propylamine), C(CC)=O (propionaldehyde), S(O)(O)(=O)=O (sulfuric acid), [OH-].[Na+] (sodium hydroxide). The solvent is O (Water), O1CCCC1 (tetrahydrofuran). Conditions: time 3 hour. The product is BrC=1C=2N(C=C(C1)C)C(=C(N2)SC)N(CCC)CCC (N-[8-Bromo-6-methyl-2-(methylsulfanyl)imidazo[1,2-a]pyridin-3-yl]-N,N-dipropylamine). Isolated yield 67.6%. Reaction SMILES: [Br:1][C:2]1[C:3]2[N:4]([C:9]([NH:14][CH2:15][CH2:16][CH3:17])=[C:10]([S:12][CH3:13])[N:11]=2)[CH:5]=[C:6]([CH3:8])[CH:7]=1.[CH:18](=O)[CH2:19][CH3:20].S(=O)(=O)(O)O.[BH4-].[Na+].[OH-].[Na+]>O1CCCC1.O>[Br:1][C:2]1[C:3]2[N:4]([C:9]([N:14]([CH2:18][CH2:19][CH3:20])[CH2:15][CH2:16][CH3:17])=[C:10]([S:12][CH3:13])[N:11]=2)[CH:5]=[C:6]([CH3:8])[CH:7]=1 |f:3.4,5.6|. Procedure details: N-[8-Bromo-6-methyl-2-(methylsulfanyl)imidazo[1,2-a]pyridin-3-yl]-N-propylamine (103 mg) and propionaldehyde (57 mg) were dissolved in tetrahydrofuran (1:2 mL), then 3M sulfuric acid (0.24 mL) was added thereto, followed by adding sodium borohydride (24 mg) under ice-cooling, and then the mixture was stirred for 3 hours. Water was added to the reaction mixture, which was neutralized with a 2N aqueous sodium hydroxide solution and extracted with ethyl acetate. The organic layer was dried over anh... The reactants are O=C1C(CCC1)C(=O)OCC (ethyl 2-oxocyclopentanecarboxylate), CNC (dimethylamine). The solvent is C(C)O (ethanol). Product: CN(C(=O)C1C(CCC1)=O)C (N,N-Dimethyl-2-oxocyclopentancarboxamide). RXN SMILES: [O:1]=[C:2]1[CH2:6][CH2:5][CH2:4][CH:3]1[C:7]([O:9]CC)=O.[CH3:12][NH:13][CH3:14]>C(O)C>[CH3:12][N:13]([CH3:14])[C:7]([CH:3]1[CH2:4][CH2:5][CH2:6][C:2]1=[O:1])=[O:9]. Procedure: 0.337 mol (50 ml) of ethyl 2-oxocyclopentanecarboxylate and 152 ml 33% dimethylamine solution in ethanol were stirred in a pressure reactor for 4 h at 110° C. The reaction mixture was then evaporated to dryness and the crude product was purified over 400 g silica gel with ethyl acetate/hexane 1/1. 17.7 g of the title compound were obtained. Run in C(C)(=O)OCC.CO.C(C)N(CC)CC (ethyl acetate methanol triethylamine). Procedure details: According to method I (dimethylformamide, 3 hours at 90° C.) from (6-bromo-1-hexyl)3-phenylbutanoate and 2-amino-1-(4-amino-3,5-dichlorophenyl)ethanol. Working up by means of chromatography (ethyl acetate/methanol/triethylamine 20:2:1). Recrystallized as the maleate from ethyl acetate. Melting point: 51°-59° C. The reactants are CN(C=O)C (dimethylformamide), BrCCCCCCOC(CC(C)C1=CC=CC=C1)=O ((6-bromo-1-hexyl)3-phenylbutanoate), NCC(O)C1=CC(=C(C(=C1)Cl)N)Cl (2-amino-1-(4-amino-3,5-dichlorophenyl)ethanol). Reaction SMILES: CN(C)[CH:3]=[O:4].Br[CH2:7][CH2:8][CH2:9][CH2:10][CH2:11][CH2:12][O:13][C:14](=[O:24])[CH2:15][CH:16]([C:18]1[CH:23]=[CH:22][CH:21]=[CH:20][CH:19]=1)[CH3:17].[NH2:25][CH2:26][CH:27]([C:29]1[CH:34]=[C:33]([Cl:35])[C:32]([NH2:36])=[C:31]([Cl:37])[CH:30]=1)[OH:28]>C(OCC)(=O)C.CO.C(N(CC)CC)C>[NH2:36][C:32]1[C:31]([Cl:37])=[CH:30][C:29]([CH:27]([OH:28])[CH2:26][NH:25][CH2:7][CH2:8][CH2:9][CH2:10][CH2:11][CH2:12][O:13][C:14](=[O:24])[CH2:15][CH:16]([C:18]2[CH:23]=[CH:22][CH:21]=[CH:20][CH:19]=2)[CH3:17])=[CH:34][C:33]=1[Cl:35].[C:3]([O-:4])(=[O:28])/[CH:16]=[CH:15]\[C:14]([O-:13])=[O:24] |f:3.4.5,6.7|. The product is NC1=C(C=C(C=C1Cl)C(CNCCCCCCOC(CC(C)C1=CC=CC=C1)=O)O)Cl.C(\C=C/C(=O)[O-])(=O)[O-] ({6-[2-(4-Amino-3,5-dichlorophenyl)-2-hydroxyethylamino]-1-hexyl}3-phenylbutanoate maleate). Starting materials: C1(CCCCC1)C(=O)N1CCC(CC1)=O (N-cyclohexanecarbonyl-4-piperidone), C1(CCCCC1)C(=O)Cl (cyclohexanecarbonyl chloride), O.Cl.N1CCC(CC1)=O (4-piperidone hydrochloride hydrate). Yields the product ClC1=CC=C(C(=O)N2CCC(CC2)=O)C=C1 (N-(4-Chlorobenzoyl)-4-piperidone). As a reaction SMILES: [CH:1]1([C:7]([N:9]2[CH2:14][CH2:13][C:12](=[O:15])[CH2:11][CH2:10]2)=[O:8])[CH2:6][CH2:5][CH2:4][CH2:3][CH2:2]1.C1(C([Cl:24])=O)CCCCC1.O.Cl.N1CCC(=O)CC1>>[Cl:24][C:4]1[CH:5]=[CH:6][C:1]([C:7]([N:9]2[CH2:14][CH2:13][C:12](=[O:15])[CH2:11][CH2:10]2)=[O:8])=[CH:2][CH:3]=1 |f:2.3.4|. Procedure details: N-cyclohexanecarbonyl-4-piperidone from cyclohexanecarbonyl chloride and 4-piperidone hydrochloride hydrate. Colourless crystals.